From a dataset of the Open Reaction Database (ORD), a public repository of structured organic reaction records. describe an organic reaction: reactants, conditions, products, and yield The reactants are ClC=1C=C(C(=O)OO)C=CC1 (3-chloroperoxybenzoic acid), ClC1=C(C(=O)OC)C=CC(=C1)C#CCN(C)C (2-chloro-4-(3-dimethylamino-propyn-1yl)-benzoic acid, methyl ester). Solvent: ClCCl (dichloromethane). Conditions: temperature -20 celsius, time 12.5 minute. The product is ClC1=C(C(=O)OC)C=CC(=C1)C(C=CN(C)C)=O (2-Chloro-4-(3-dimethylamino-2-propen-1-on-1-yl)-benzoic Acid, Methyl Ester). Reaction SMILES: ClC1C=C(C=CC=1)C(OO)=[O:6].[Cl:12][C:13]1[CH:22]=[C:21]([C:23]#[C:24][CH2:25][N:26]([CH3:28])[CH3:27])[CH:20]=[CH:19][C:14]=1[C:15]([O:17][CH3:18])=[O:16]>ClCCl>[Cl:12][C:13]1[CH:22]=[C:21]([C:23](=[O:6])[CH:24]=[CH:25][N:26]([CH3:28])[CH3:27])[CH:20]=[CH:19][C:14]=1[C:15]([O:17][CH3:18])=[O:16]. Procedure details: Gradually, 3-chloroperoxybenzoic acid (10.76 g) was added to a solution of 2-chloro-4-(3-dimethylamino-propyn-1yl)-benzoic acid, methyl ester (15.07 g in dichloromethane (40 ml), at a rate to maintain the reaction temperature at −20° C. The mixture was stirred for 10-15 minutes. The resulting N-oxide was purified by chromatography on Activity Grade I basic alumina (215 g), eluting with 10% methanol/dichloromethane. The solvent was evaporated in vacuo between 12 to 18° C. The resulting residue wa... Reactants: ClC=1C=C(C=CC1OCC)C(COCC1=CC(=CC=C1)OC1=CC=CC=C1)(C)C (3-phenoxybenzyl 2-(3-chloro-4-ethoxyphenyl)-2-methylpropyl ether), [OH-].[K+] (potassium hydroxide), CN1C(N(CC1)C)=O (1,3-dimethyl-2-imidazolidinone), CN1C(N(CC1)C)=O (DMI), Cl (hydrochloric acid). Run in O (water). Run at temperature 150 celsius, time 18 hour. Yields the product ClC=1C=C(C=CC1O)C(COCC1=CC(=CC=C1)OC1=CC=CC=C1)(C)C (3-phenoxybenzyl 2-(3-chloro-4-hydroxyphenyl)-2-methylpropyl ether). The yield is 48.9%. Reaction SMILES: [Cl:1][C:2]1[CH:3]=[C:4]([C:11]([CH3:29])([CH3:28])[CH2:12][O:13][CH2:14][C:15]2[CH:20]=[CH:19][CH:18]=[C:17]([O:21][C:22]3[CH:27]=[CH:26][CH:25]=[CH:24][CH:23]=3)[CH:16]=2)[CH:5]=[CH:6][C:7]=1[O:8]CC.[OH-].[K+].CN1CCN(C)C1=O.Cl>O>[Cl:1][C:2]1[CH:3]=[C:4]([C:11]([CH3:29])([CH3:28])[CH2:12][O:13][CH2:14][C:15]2[CH:20]=[CH:19][CH:18]=[C:17]([O:21][C:22]3[CH:23]=[CH:24][CH:25]=[CH:26][CH:27]=3)[CH:16]=2)[CH:5]=[CH:6][C:7]=1[OH:8] |f:1.2|. Reported procedure: 100 g of 3-phenoxybenzyl 2-(3-chloro-4-ethoxyphenyl)-2-methylpropyl ether and 25 g of 97% potassium hydroxide were added to 300 ml of 1,3-dimethyl-2-imidazolidinone (hereinafter referred to as DMI) and the mixture was stirred at 150° C. for 18 h. After cooling to room temperature, the mixture was poured into water and made acidic with a concentrated aqueous hydrochloric acid solution. After extraction with benzene, the benzene solution was washed with water and dried. Benzene was distilled off u... Reactants: CCCCc1nc2ccnn2c(=O)n1Cc1ccc(-c2ccccc2-c2nnnn2C(c2ccccc2)(c2ccccc2)c2ccccc2)cc1, CC(C)=O, CO, Cl, O. Reaction SMILES: [CH2:1]([CH2:2][CH2:3][CH3:4])[c:5]1[n:6][c:7]2[n:8]([c:9](=[O:48])[n:10]1[CH2:11][c:12]1[cH:13][cH:14][c:15](-[c:18]3[c:19](-[c:24]4[n:25][n:26][n:27][n:28]4[C:29]([c:30]4[cH:31][cH:32][cH:33][cH:34][cH:35]4)([c:36]4[cH:37][cH:38][cH:39][cH:40][cH:41]4)[c:42]4[cH:43][cH:44][cH:45][cH:46][cH:47]4)[cH:20][cH:21][cH:22][cH:23]3)[cH:16][cH:17]1)[n:49][cH:50][cH:51]2.[CH3:53][C:54]([CH3:55])=[O:56].[CH3:57][OH:58].[ClH:59].[OH2:52]>>[CH2:1]([CH2:2][CH2:3][CH3:4])[c:5]1[n:6][c:7]2[n:8]([c:9](=[O:48])[n:10]1[CH2:11][c:12]1[cH:13][cH:14][c:15](-[c:18]3[c:19](-[c:24]4[n:25][n:26][n:27][nH:28]4)[cH:20][cH:21][cH:22][cH:23]3)[cH:16][cH:17]1)[n:49][cH:50][cH:51]2. The product is CCCCc1nc2ccnn2c(=O)n1Cc1ccc(-c2ccccc2-c2nnn[nH]2)cc1.